From a dataset of the Open Reaction Database (ORD), a public repository of structured organic reaction records. describe an organic reaction: reactants, conditions, products, and yield Product: COC1OC(CO)C(OCc2ccccc2)C(OCc2ccccc2)C1OC(C)=O. Reaction SMILES: [C:1]([CH3:2])(=[O:3])[O:4][CH:5]1[CH:6]([O:7][CH3:8])[O:9][CH:10]([CH2:29][O:30][CH2:31][c:32]2[cH:33][cH:34][c:35]([Cl:36])[cH:37][cH:38]2)[CH:11]([O:21][CH2:22][c:23]2[cH:24][cH:25][cH:26][cH:27][cH:28]2)[CH:12]1[O:13][CH2:14][c:15]1[cH:16][cH:17][cH:18][cH:19][cH:20]1.[CH2:39]1[NH:40][CH2:41][CH2:42][O:43][CH2:44]1.[Cl:53][Sn:54]([Cl:55])([Cl:56])[Cl:57].[K+:50].[K+:51].[K+:52].[O-:59][C:60]([CH3:61])=[O:62].[O-:63][C:64]([CH3:65])=[O:66].[P:45]([O-:46])([O-:47])([O-:48])=[O:49].[Pd+2:58]>>[C:1]([CH3:2])(=[O:3])[O:4][CH:5]1[CH:6]([O:7][CH3:8])[O:9][CH:10]([CH2:29][OH:30])[CH:11]([O:21][CH2:22][c:23]2[cH:24][cH:25][cH:26][cH:27][cH:28]2)[CH:12]1[O:13][CH2:14][c:15]1[cH:16][cH:17][cH:18][cH:19][cH:20]1. Reactants: COC1OC(COCc2ccc(Cl)cc2)C(OCc2ccccc2)C(OCc2ccccc2)C1OC(C)=O, C1COCCN1, Cl[Sn](Cl)(Cl)Cl, [K+], [K+], [K+], CC(=O)[O-], CC(=O)[O-], O=P([O-])([O-])[O-], [Pd+2].